Dataset: the Open Reaction Database (ORD), a public repository of structured organic reaction records. Task: describe an organic reaction: reactants, conditions, products, and yield Reactants: OC1=C(C(=O)O)C(=CC(=C1)CCCCC)O (2,6-dihydroxy-4-pentylbenzoic acid), solution, [N+](=[N-])=C (diazomethane). Solvent: CCOCC (ether), CCOCC (ether). Conditions: time 10 minute. The product is OC1=C(C(=O)OC)C(=CC(=C1)CCCCC)O (methyl 2,6-dihydroxy-4-pentylbenzoate). RXN SMILES: [OH:1][C:2]1[CH:10]=[C:9]([CH2:11][CH2:12][CH2:13][CH2:14][CH3:15])[CH:8]=[C:7]([OH:16])[C:3]=1[C:4]([OH:6])=[O:5].[N+](=[CH2:19])=[N-]>CCOCC>[OH:1][C:2]1[CH:10]=[C:9]([CH2:11][CH2:12][CH2:13][CH2:14][CH3:15])[CH:8]=[C:7]([OH:16])[C:3]=1[C:4]([O:6][CH3:19])=[O:5]. Procedure details: A solution of 2,6-dihydroxy-4-pentylbenzoic acid (2.0 g, 8.9 mM) in ether was treated with a 0.3 M solution of diazomethane in ether (30 mL) and stirred for 10 minutes. Nitrogen was bubbled through the solution for 10 minutes and then glacial acetic acid (4 drops). The reaction was concentrated under reduced pressure and purified by chromatography (5% ethyl acetate in hexanes) to give the desired product. MS ESI(−)) m/e 237 (M−H)+; 1H NMR (300 MHz, CDCl3) δ 9.62 (bs, 2H), 6.33 (s, 2H), 4.06 (s, ...